From a dataset of the Open Reaction Database (ORD), a public repository of structured organic reaction records. describe an organic reaction: reactants, conditions, products, and yield Starting materials: FC1=CC=C(C=C1)C1CC(N(C1)CC(=O)ON1C(CCC1=O)=O)=O (N-[4-(p-fluorophenyl)-2-oxopyrrolidin-1-ylacetoxy]-succinimide), N1C(CNCC1)=O (piperazin-2-one). Run in CN(C=O)C (dimethylformamide). Product: FC1=CC=C(C=C1)C1CC(N(C1)CC(=O)N1CC(NCC1)=O)=O (1-[4-(p-fluorophenyl)-2-oxopyrrolidin-1-ylacetyl]-3-oxopiperazine). Reaction SMILES: [F:1][C:2]1[CH:7]=[CH:6][C:5]([CH:8]2[CH2:12][N:11]([CH2:13][C:14]([O:16]N3C(=O)CCC3=O)=O)[C:10](=[O:24])[CH2:9]2)=[CH:4][CH:3]=1.[NH:25]1[CH2:30][CH2:29][NH:28][CH2:27][C:26]1=[O:31]>CN(C)C=O>[F:1][C:2]1[CH:3]=[CH:4][C:5]([CH:8]2[CH2:12][N:11]([CH2:13][C:14]([N:28]3[CH2:29][CH2:30][NH:25][C:26](=[O:31])[CH2:27]3)=[O:16])[C:10](=[O:24])[CH2:9]2)=[CH:6][CH:7]=1. Reported procedure: 10 g (30 mmol) of N-[4-(p-fluorophenyl)-2-oxopyrrolidin-1-ylacetoxy]-succinimide and 3.0 g (30 mmol) of piperazin-2-one (ketopiperazine) are stirred at room temperature in 100 ml of dimethylformamide for 16 hours. The whole is concentrated to dryness by evaporation at 70° under reduced pressure, extracted at boiling temperature with trichloromethane, allowed to cool, filtered with suction and allowed to dry in the air. 1-[4-(p-fluorophenyl)-2-oxopyrrolidin-1-ylacetyl]-3-oxopiperazine having a me... The reactants are C(C)OC(=O)C=1C=C2CCC(N(C2=CC1C)CC)=O (1-ethyl-7-methyl-2-oxo-1,2,3,4-tetrahydroquinoline-6-carboxylic acid ethyl ester), [OH-].[Na+] (sodium hydroxide). The solvent is CO (methanol). Yields the product C(C)N1C(CCC2=CC(=C(C=C12)C)C(=O)O)=O (1-ethyl-7-methyl-2-oxo-1,2,3,4-tetrahydroquinoline-6-carboxylic acid). The yield is 96.0%. RXN SMILES: C([O:3][C:4]([C:6]1[CH:7]=[C:8]2[C:13](=[CH:14][C:15]=1[CH3:16])[N:12]([CH2:17][CH3:18])[C:11](=[O:19])[CH2:10][CH2:9]2)=[O:5])C.[OH-].[Na+]>CO>[CH2:17]([N:12]1[C:13]2[C:8](=[CH:7][C:6]([C:4]([OH:5])=[O:3])=[C:15]([CH3:16])[CH:14]=2)[CH2:9][CH2:10][C:11]1=[O:19])[CH3:18] |f:1.2|. Reported procedure: The compound (9.54 g, 36.5 mmol) obtained in step C was dissolved in methanol (100 ml), 1N sodium hydroxide (100 ml) was added at room temperature with stirring, and the mixture was stirred at the same temperature overnight. The reaction mixture was concentrated under reduced pressure, 1N hydrochloric acid (160 ml) was added, and the solution was extracted with ethyl acetate. The organic layer was washed with saturated brine, and dried over anhydrous magnesium sulfate. The insoluble material was... Starting materials: C[Si](C)(C)C#N, ClCCl, Cl, [I-], [I-], O=P(Cl)(Cl)Cl, O=C1CCSc2ccccc21, [Zn+2], c1ccccc1, c1ccncc1. Yields the product N#CC1=CCSc2ccccc21. Reaction SMILES: [CH3:12][Si:13]([CH3:14])([CH3:15])[C:16]#[N:17].[Cl:33][CH2:34][Cl:35].[ClH:23].[I-:30].[I-:32].[P:18]([Cl:19])([Cl:20])([Cl:21])=[O:22].[S:1]1[CH2:2][CH2:3][C:4](=[O:11])[c:5]2[cH:6][cH:7][cH:8][cH:9][c:10]21.[Zn+2:31].[cH:24]1[cH:25][cH:26][cH:27][cH:28][cH:29]1.[cH:36]1[cH:37][cH:38][n:39][cH:40][cH:41]1>>[S:1]1[CH2:2][CH:3]=[C:4]([C:16]#[N:17])[c:5]2[cH:6][cH:7][cH:8][cH:9][c:10]21. Reactants: O1C(=NC2=C1C=CC=C2)C=2C=CC(=C(N)C2)NC2CCOCC2 (5-(benzoxazol-2-yl)-2-(tetrahydropyran-4-yl)aminoaniline), C(C1=CC=C(C=C1)OC)=O (p-anisaldehyde), OOS(=O)[O-].[K+] (oxone), C([O-])([O-])=O.[K+].[K+] (potassium carbonate). Solvent: CN(C=O)C (dimethylformamide). Run at time 2 hour. The product is O1C(=NC2=C1C=CC=C2)C2=CC1=C(N(C(=N1)C1=CC=C(C=C1)OC)C1CCOCC1)C=C2 (5-(benzoxazol-2-yl)-2-(4-methoxyphenyl)-1-(tetrahydropyran-4-yl)benzimidazole). Yield: 89.2%. RXN SMILES: [O:1]1[C:5]2[CH:6]=[CH:7][CH:8]=[CH:9][C:4]=2[N:3]=[C:2]1[C:10]1[CH:11]=[CH:12][C:13]([NH:17][CH:18]2[CH2:23][CH2:22][O:21][CH2:20][CH2:19]2)=[C:14]([CH:16]=1)[NH2:15].[CH:24](=O)[C:25]1[CH:30]=[CH:29][C:28]([O:31][CH3:32])=[CH:27][CH:26]=1.OOS([O-])=O.[K+].C(=O)([O-])[O-].[K+].[K+]>CN(C)C=O>[O:1]1[C:5]2[CH:6]=[CH:7][CH:8]=[CH:9][C:4]=2[N:3]=[C:2]1[C:10]1[CH:11]=[CH:12][C:13]2[N:17]([CH:18]3[CH2:23][CH2:22][O:21][CH2:20][CH2:19]3)[C:24]([C:25]3[CH:30]=[CH:29][C:28]([O:31][CH3:32])=[CH:27][CH:26]=3)=[N:15][C:14]=2[CH:16]=1 |f:2.3,4.5.6|. Reported procedure: To a solution of 5-(benzoxazol-2-yl)-2-(tetrahydropyran-4-yl)aminoaniline (see Working Example 20-2) (150 mg, 0.485 mmol) in dimethylformamide (3 mL) was added p-anisaldehyde (79.2 mg, 0.582 mmol) and oxone (179 mg, 0.291 mmol), and this was stirred at room temperature for 2 hours. After the reaction was complete, aqueous potassium carbonate solution was added, and after this was filtered and washed with water, drying yielded the title compound (184 mg, 89% yield) as pale yellow crystals. Starting materials: C(CO)(=O)O (glycolic acid), CCN(C(C)C)C(C)C (DIPEA), C=1C=CC2=C(C1)N=NN2O (HOBt), CCN=C=NCCCN(C)C.Cl (EDC hydrochloride), C(C)N(CC)CC1=C(C=C(S1)C1=NC(=NO1)C1=CC=C(C=C1)CCN)C (2-{4-[5-(5-diethylaminomethyl-4-methyl-thiophen-2-yl)-[1,2,4]oxadiazol-3-yl]-phenyl}-ethylamine). Solvent: CN(C)C=O (DMF). Run at temperature 0 celsius, time 15 minute. Product: C(C)N(CC)CC1=C(C=C(S1)C1=NC(=NO1)C1=CC=C(C=C1)CCNC(CO)=O)C (N-(2-{4-[5-(5-Diethylaminomethyl-4-methyl-thiophen-2-yl)-[1,2,4]oxadiazol-3-yl]-phenyl}-ethyl)-2-hydroxy-acetamide). RXN SMILES: [C:1]([OH:5])(=O)[CH2:2][OH:3].CCN(C(C)C)C(C)C.C1C=CC2N(O)N=NC=2C=1.CCN=C=NCCCN(C)C.Cl.[CH2:37]([N:39]([CH2:42][C:43]1[S:47][C:46]([C:48]2[O:52][N:51]=[C:50]([C:53]3[CH:58]=[CH:57][C:56]([CH2:59][CH2:60][NH2:61])=[CH:55][CH:54]=3)[N:49]=2)=[CH:45][C:44]=1[CH3:62])[CH2:40][CH3:41])[CH3:38]>CN(C=O)C>[CH2:37]([N:39]([CH2:42][C:43]1[S:47][C:46]([C:48]2[O:52][N:51]=[C:50]([C:53]3[CH:54]=[CH:55][C:56]([CH2:59][CH2:60][NH:61][C:1](=[O:5])[CH2:2][OH:3])=[CH:57][CH:58]=3)[N:49]=2)=[CH:45][C:44]=1[CH3:62])[CH2:40][CH3:41])[CH3:38] |f:3.4|. Procedure details: To a solution of glycolic acid (15 mg, 202 μmol) and DIPEA (35 mg, 270 μmol) in DMF (5 mL) is added HOBt (27 mg, 202 μmol) and EDC hydrochloride (39 mg, 202 μmol) at 0° C. The mixture is stirred for 15 min at 0° C. Then 2-{4-[5-(5-diethylaminomethyl-4-methyl-thiophen-2-yl)-[1,2,4]oxadiazol-3-yl]-phenyl}-ethylamine is added and stirring is continued for 1 h at 0° C. The reaction is quenched with water, diluted with sat. aq. NaHCO3 and the mixture is extracted three times with EA. The combined org... Reactants: COC=1C=CC=C2CCC(CC12)NCCC (N-(8-methoxytetralin-2-yl)-N-propylamine), S1C2=C(C(=C1)CC(=O)O)C=CC=C2 (3-benzo[b]thienyl acetic acid). Yields the product S1C2=C(C(=C1)CCN(CCC)C1CC3=C(C=CC=C3CC1)OC)C=CC=C2 (N-(3-Benzo[b]thienylethyl)-N-(8-methoxytetralin-2-yl)-N-propylamine). Reaction SMILES: [CH3:1][O:2][C:3]1[CH:4]=[CH:5][CH:6]=[C:7]2[C:12]=1[CH2:11][CH:10]([NH:13][CH2:14][CH2:15][CH3:16])[CH2:9][CH2:8]2.[S:17]1[CH:21]=[C:20]([CH2:22][C:23](O)=O)[C:19]2[CH:26]=[CH:27][CH:28]=[CH:29][C:18]1=2>>[S:17]1[CH:21]=[C:20]([CH2:22][CH2:23][N:13]([CH:10]2[CH2:9][CH2:8][C:7]3[C:12](=[C:3]([O:2][CH3:1])[CH:4]=[CH:5][CH:6]=3)[CH2:11]2)[CH2:14][CH2:15][CH3:16])[C:19]2[CH:26]=[CH:27][CH:28]=[CH:29][C:18]1=2. Procedure: Synthesis works according to the preparation of A4-1 or A4-4 when using N-(8-methoxytetralin-2-yl)-N-propylamine (A2-1: R═OMe) and 3-benzo[b]thienyl acetic acid (A3-11: R═OMe, Cy=3-benzo[b]thienyl) (purchasable from Alfa Aesar, Karlsruhe (Germany); order number: LO 5855 or Maybridge, Tintagel, Cornwall (UK); order number: S11080) and subsequent reaction according to the synthesis of A5-1. The reactants are C1CCOC1, CCOC(=O)c1cccnc1Nc1cc(CC(C)(C)C)nn1-c1ccccc1C, CCO, Cl, [Li+], [OH-], O, O. Product: Cc1ccccc1-n1nc(CC(C)(C)C)cc1Nc1ncccc1C(=O)O. Reaction SMILES: [CH2:37]1[O:38][CH2:39][CH2:40][CH2:41]1.[CH3:1][C:2]([CH2:3][c:4]1[n:5][n:6](-[c:21]2[c:22]([CH3:27])[cH:23][cH:24][cH:25][cH:26]2)[c:7]([NH:9][c:10]2[c:11]([C:12](=[O:13])[O:14][CH2:15][CH3:16])[cH:17][cH:18][cH:19][n:20]2)[cH:8]1)([CH3:28])[CH3:29].[CH3:34][CH2:35][OH:36].[ClH:33].[Li+:32].[OH-:31].[OH2:30].[OH2:42]>>[CH3:1][C:2]([CH2:3][c:4]1[n:5][n:6](-[c:21]2[c:22]([CH3:27])[cH:23][cH:24][cH:25][cH:26]2)[c:7]([NH:9][c:10]2[c:11]([C:12](=[O:13])[OH:14])[cH:17][cH:18][cH:19][n:20]2)[cH:8]1)([CH3:28])[CH3:29]. Reactants: COc1cc(CCOS(C)(=O)=O)cc2c1OCO2, CC(C)=O, [I-], [Na+]. Yields the product COc1cc(CCI)cc2c1OCO2. As a reaction SMILES: [CH3:1][S:2]([O:3][CH2:6][CH2:7][c:8]1[cH:9][c:10]([O:17][CH3:18])[c:11]2[c:12]([cH:13]1)[O:14][CH2:15][O:16]2)(=[O:4])=[O:5].[CH3:21][C:22](=[O:23])[CH3:24].[I-:20].[Na+:19]>>[CH2:6]([CH2:7][c:8]1[cH:9][c:10]([O:17][CH3:18])[c:11]2[c:12]([cH:13]1)[O:14][CH2:15][O:16]2)[I:20]. The reactants are COc1cc(CCOc2ccc(C=C3SC(=O)NC3=O)cc2)ccc1OS(C)(=O)=O, CCOC(C)=O, CC(=O)O. The product is COc1cc(CCOc2ccc(CC3SC(=O)NC3=O)cc2)ccc1OS(C)(=O)=O. As a reaction SMILES: [CH3:1][O:2][c:3]1[cH:4][c:5]([CH2:14][CH2:15][O:16][c:17]2[cH:18][cH:19][c:20]([CH:21]=[C:22]3[C:23](=[O:28])[NH:24][C:25](=[O:27])[S:26]3)[cH:29][cH:30]2)[cH:6][cH:7][c:8]1[O:9][S:10](=[O:11])(=[O:12])[CH3:13].[CH3:31][CH2:32][O:33][C:34](=[O:35])[CH3:36].[CH3:37][C:38](=[O:39])[OH:40]>>[CH3:1][O:2][c:3]1[cH:4][c:5]([CH2:14][CH2:15][O:16][c:17]2[cH:18][cH:19][c:20]([CH2:21][CH:22]3[C:23](=[O:28])[NH:24][C:25](=[O:27])[S:26]3)[cH:29][cH:30]2)[cH:6][cH:7][c:8]1[O:9][S:10](=[O:11])(=[O:12])[CH3:13]. Starting materials: Cl(=O)[O-].[Na+] (sodium chlorite), OP(=O)(O)[O-].[K+] (potassium phosphate monobasic), ClC1=CC(=C2C(=NN(C2=C1)C)C=1N=C2C(=NC1)N(C=C2C=O)COCC[Si](C)(C)C)F (2-(6-Chloro-4-fluoro-1-methyl-1H-indazol-3-yl)-5-(2-trimethylsilanyl-ethoxymethyl)-5H-pyrrolo[2,3-b]pyrazine-7-carbaldehyde), S(N)(O)(=O)=O (Sulfamic acid). Solvent: O (water), O (water), C(C)(=O)OCC (ethyl acetate), C1CCOC1 (THF), O (water). Yields the product ClC1=CC(=C2C(=NN(C2=C1)C)C=1N=C2C(=NC1)N(C=C2C(=O)O)COCC[Si](C)(C)C)F (2-(6-chloro-4-fluoro-1-methyl-1H-indazol-3-yl)-5-(2-trimethylsilanyl-ethoxymethyl)-5H-pyrrolo[2,3-b]pyrazine-7-carboxylic acid). Isolated yield 103.1%. RXN SMILES: [Cl:1][C:2]1[CH:10]=[C:9]2[C:5]([C:6]([C:12]3[N:13]=[C:14]4[C:20]([CH:21]=[O:22])=[CH:19][N:18]([CH2:23][O:24][CH2:25][CH2:26][Si:27]([CH3:30])([CH3:29])[CH3:28])[C:15]4=[N:16][CH:17]=3)=[N:7][N:8]2[CH3:11])=[C:4]([F:31])[CH:3]=1.S(=O)(=O)([OH:34])N.Cl([O-])=O.[Na+].OP([O-])(O)=O.[K+]>C1COCC1.O.C(OCC)(=O)C>[Cl:1][C:2]1[CH:10]=[C:9]2[C:5]([C:6]([C:12]3[N:13]=[C:14]4[C:20]([C:21]([OH:34])=[O:22])=[CH:19][N:18]([CH2:23][O:24][CH2:25][CH2:26][Si:27]([CH3:28])([CH3:30])[CH3:29])[C:15]4=[N:16][CH:17]=3)=[N:7][N:8]2[CH3:11])=[C:4]([F:31])[CH:3]=1 |f:2.3,4.5|. Procedure details: 2-(6-Chloro-4-fluoro-1-methyl-1H-indazol-3-yl)-5-(2-trimethylsilanyl-ethoxymethyl)-5H-pyrrolo[2,3-b]pyrazine-7-carbaldehyde (255 mg, 0.55 mmol) was dissolved in THF (8.3 ml) and water (2.8 ml). Sulfamic acid (517 mg, 5.3 mmol) was added. The reaction flask was cooled in an ice/water bath and a solution of sodium chlorite (104 mg, 1.15 mmol) and potassium phosphate monobasic (1.45 g, 10.6 mmol) in water (8 ml) was slowly added. After 1 h the reaction mixture was poured into ethyl acetate and wate...